describe an organic reaction: reactants, conditions, products, and yield From a dataset of the Open Reaction Database (ORD), a public repository of structured organic reaction records. Starting materials: COCOC=1C=C(C=CC1)B(O)O (3-methoxymethoxyphenylboronic acid), IC1=CC=C(C=C1)CC(=O)OCC (ethyl 4-iodophenylacetate), ethyl ester. Yields the product OC=1C=C(C=CC1)C1=CC=C(C=C1)CC(=O)OCC (Ethyl (3′-hydroxybiphenyl-4-yl)acetate). As a reaction SMILES: COC[O:4][C:5]1[CH:6]=[C:7](B(O)O)[CH:8]=[CH:9][CH:10]=1.I[C:15]1[CH:20]=[CH:19][C:18]([CH2:21][C:22]([O:24][CH2:25][CH3:26])=[O:23])=[CH:17][CH:16]=1>>[OH:4][C:5]1[CH:6]=[C:7]([C:15]2[CH:20]=[CH:19][C:18]([CH2:21][C:22]([O:24][CH2:25][CH3:26])=[O:23])=[CH:17][CH:16]=2)[CH:8]=[CH:9][CH:10]=1. Procedure: In a manner similar to that of Example 1(h), by reaction of 543 mg (3.6 mmol) of 3-methoxymethoxyphenylboronic acid with 700 mg (2.4 mmol) of ethyl 4-iodophenylacetate, 630 mg (68%) of the expected ethyl ester are obtained.